From a dataset of the Open Reaction Database (ORD), a public repository of structured organic reaction records. describe an organic reaction: reactants, conditions, products, and yield Starting materials: F[B-](F)(F)F.C[O+](C)C (trimethyloxonium tetrafluoroborate), BrC=1C=C2C=C(C(NC2=CC1)=O)C#N (6-bromo-3-cyano-2-[1H]-quinolone), [OH-].[Na+] (sodium hydroxide). Procedure details: A suspension of 6-bromo-3-cyano-2-[1H]-quinolone (14.6 g) in dichloromethane (150 cm3) was stirred under nitrogen with trimethyloxonium tetrafluoroborate (10.35 g) for 2 days. A solution of 2M sodium hydroxide (100 cm3) was added and the aqueous phase was extracted with dichloromethane (3×200 cm3). The dried (MgSO4) extracts were concentrated in vacuo and the residue chromatographed on silica (Merck "MK 60.9385") eluting with hexane:ethyl acetate, 4:1, to give a solid which was recrystallised fr... The product is BrC=1C=C2C=C(C(=NC2=CC1)OC)C#N (6-bromo-3-cyano-2-methoxyquinoline). Solvent: ClCCl (dichloromethane). Reaction SMILES: [Br:1][C:2]1[CH:3]=[C:4]2[C:9](=[CH:10][CH:11]=1)[NH:8][C:7](=[O:12])[C:6]([C:13]#[N:14])=[CH:5]2.F[B-](F)(F)F.[CH3:20][O+](C)C.[OH-].[Na+]>ClCCl>[Br:1][C:2]1[CH:3]=[C:4]2[C:9](=[CH:10][CH:11]=1)[N:8]=[C:7]([O:12][CH3:20])[C:6]([C:13]#[N:14])=[CH:5]2 |f:1.2,3.4|. Reactants: cuprous chloride, ice, C(=O)(O)[O-].[Na+] (NaHCO3), C(CC)(=O)Cl (propionyl chloride), C(C)(C)(C)[Mg]Cl (t-butyl magnesium chloride). The solvent is C(C)OCC (diethyl ether). Reaction conditions: time 8 hour. Product: CC(C)(C(C(C)O)=O)C (2.2-Dimethyl-4-hydroxy-3-pentanone). RXN SMILES: [C:1](Cl)(=[O:4])[CH2:2][CH3:3].[C:6]([Mg]Cl)([CH3:9])([CH3:8])[CH3:7].C([O-])(O)=[O:13].[Na+]>C(OCC)C>[CH3:7][C:6]([CH3:9])([C:1](=[O:4])[CH:2]([OH:13])[CH3:3])[CH3:8] |f:2.3|. Procedure details: 0.24 g of cuprous chloride was suspended in 100 mL diethyl ether and then 22.1 g of propionyl chloride was added. The reaction was heated to reflux and 88 mL of t-butyl magnesium chloride was added slowly to maintain reflux. The reaction was stirred overnight then poured into 200 g ice and the pH adjusted to 8 with solid NaHCO3. The reaction was extracted with ether, washed with 10% aq. NaHCO3, water and then brine followed by MgSO4 drying. The product was purified by distillation to give 12.5 g... Reactants: Br, ClC(Cl)(Cl)Cl, CCCc1cc(CO)cc(CCC)c1OC(C(=O)OC)c1cccc(Cl)c1, BrP(Br)Br. Product: CCCc1cc(CBr)cc(CCC)c1OC(C(=O)OC)c1cccc(Cl)c1. Reaction SMILES: [BrH:32].[C:33]([Cl:34])([Cl:35])([Cl:36])[Cl:37].[CH2:1]([CH2:2][CH3:3])[c:4]1[c:5]([O:6][CH:7]([C:8](=[O:9])[O:10][CH3:11])[c:12]2[cH:13][c:14]([Cl:18])[cH:15][cH:16][cH:17]2)[c:19]([CH2:25][CH2:26][CH3:27])[cH:20][c:21]([CH2:23][OH:24])[cH:22]1.[P:28]([Br:29])([Br:30])[Br:31]>>[CH2:1]([CH2:2][CH3:3])[c:4]1[c:5]([O:6][CH:7]([C:8](=[O:9])[O:10][CH3:11])[c:12]2[cH:13][c:14]([Cl:18])[cH:15][cH:16][cH:17]2)[c:19]([CH2:25][CH2:26][CH3:27])[cH:20][c:21]([CH2:23][Br:29])[cH:22]1. Reactants: N1=C(C=CC=C1)CN1CCNCC1 (1-Pyridin-2-ylmethyl-piperazine), BrCC#N (bromoacetonitrile). Yields the product N1=C(C=CC=C1)CN1CCN(CC1)CC#N ((4-Pyridin-2-ylmethyl-piperazin-1-yl)-acetonitrile). As a reaction SMILES: [N:1]1[CH:6]=[CH:5][CH:4]=[CH:3][C:2]=1[CH2:7][N:8]1[CH2:13][CH2:12][NH:11][CH2:10][CH2:9]1.Br[CH2:15][C:16]#[N:17]>>[N:1]1[CH:6]=[CH:5][CH:4]=[CH:3][C:2]=1[CH2:7][N:8]1[CH2:13][CH2:12][N:11]([CH2:15][C:16]#[N:17])[CH2:10][CH2:9]1. Procedure: The title compound is synthesized by coupling of 1-Pyridin-2-ylmethyl-piperazine (commercially available from CHESS GmbH) and bromoacetonitrile analogously to the preparation of Intermediate 149.2 as a brown solid; ES-MS: M+=217.2: 1HNMR(DMSO-d6) 8.45 (dd, 1H), 7.75 (td, 1H), 7.40 (d, 1H), 7.25-7.20 (m, 1H), 3.70 (s, 2H), 3.60 (s, 2H), 2.50-2.35 (m, 8H). Starting materials: mixture, C(CCCCCCC)C(C(=O)N)C1=CC(=C(C=C1)OC(C)=O)OC(C)=O (octyl 3,4-diacetoxyphenylacetamide), [OH-].[Na+] (NaOH). Run in CO (methanol). Conditions: time 2 hour. The product is C(CCCCCCC)C(C(=O)N)C1=CC(=C(C=C1)O)O (octyl 3,4-dihydroxyphenylacetamide). RXN SMILES: [CH2:1]([CH:9]([C:13]1[CH:18]=[CH:17][C:16]([O:19]C(=O)C)=[C:15]([O:23]C(=O)C)[CH:14]=1)[C:10]([NH2:12])=[O:11])[CH2:2][CH2:3][CH2:4][CH2:5][CH2:6][CH2:7][CH3:8].[OH-].[Na+]>CO>[CH2:1]([CH:9]([C:13]1[CH:18]=[CH:17][C:16]([OH:19])=[C:15]([OH:23])[CH:14]=1)[C:10]([NH2:12])=[O:11])[CH2:2][CH2:3][CH2:4][CH2:5][CH2:6][CH2:7][CH3:8] |f:1.2|. Procedure: To a chilled solution of 16.88 g of the mixture containing octyl 3,4-diacetoxyphenylacetamide and 100 ml of methanol was added 16 ml of 5 N NaOH. The reaction mixture was stirred for two hours at room temperature. The methanol was removed on a rotary evaporator, the residue dissolved in 100 ml of 0.1 N NaOH and the solution extracted with 100 ml of ether. The resulting aqueous phase was acidified with conc. HCl and thrice extracted with 150 ml of ether. The combined ether extracts were washed wi... The yield is 80.0%. The reagents and catalysts are [Br-].[Zn+2].[Br-] (zinc bromide). Reactants: C(CC)(=O)C=1C=CC(=C(C1)CC(=O)OC)SC1=CC=CC=C1 (methyl 5-propionyl-2-phenylthiophenylacetate), C(OC)([O-])[O-] (methyl orthoformate), [Cl-].[Cl-].[Cl-].[Cl-].C=C (ethylene tetrachloride), BrBr (bromine). Reaction SMILES: [C:1]([C:5]1[CH:6]=[CH:7][C:8]([S:16][C:17]2[CH:22]=[CH:21][CH:20]=[CH:19][CH:18]=2)=[C:9]([CH2:11][C:12]([O:14][CH3:15])=[O:13])[CH:10]=1)(=O)[CH2:2]C.[CH:23]([O-])([O-:26])[O:24][CH3:25].[Cl-].[Cl-].[Cl-].[Cl-].C=C.BrBr>[Br-].[Zn+2].[Br-].C(Cl)Cl.O.CO>[CH3:25][O:24][C:23]([CH:1]([C:5]1[CH:6]=[CH:7][C:8]([S:16][C:17]2[CH:18]=[CH:19][CH:20]=[CH:21][CH:22]=2)=[C:9]([CH2:11][C:12]([O:14][CH3:15])=[O:13])[CH:10]=1)[CH3:2])=[O:26] |f:2.3.4.5.6,8.9.10|. Solvent: C(Cl)Cl (methylene chloride), O (water), CO (methanol). Run at time 30 minute. Procedure: To a stirred mixture of 15.72 g (50 mmol.) of methyl 5-propionyl-2-phenylthiophenylacetate, 13.32 g (125.5 mmol.) of methyl orthoformate, 20 ml of methanol and 20 ml ethylene tetrachloride was dropwise added under stirring 8.39 g (52.5 mmol.) of bromine for a period of 30 minutes. The resulting mixture was further stirred at room temperature for 30 minutes, and then was heated slowly to 110° C. for 1 hour, under distilling off materials having a low boiling point. To the reaction mixture was add... The product is COC(=O)C(C)C=1C=CC(=C(C1)CC(=O)OC)SC1=CC=CC=C1 (methyl 5-(1 -methoxycarbonylethyl)-2-phenylthiophenylacetate). Reported procedure: Compound (III) is obtained by cyclizing (II) with an acid as shown in step [b] of Scheme 1. Compound (II) is dissolved in a mixture of an acid and a cosolvent, preferably the acid is glacial acetic acid in which instance the preferred cosolvent is water or the acid is hydrochloric acid in which instance the preferred cosolvent is methylene chloride. With acetic acid the ratio of the acid and cosolvent mixture ranges from 2:1 to pure acetic acid respectively, the preferred ratio being 6:1. With H... Starting materials: NC1=C(C=C(C(=C1)Cl)F)CC(=O)OC (methyl (2-amino-4-chloro-5-fluorophenyl)acetate), Cl (HCl), Cl (HCl), O (water), Cl (hydrochloric acid), NC1=C(C=C(C(=C1)Cl)F)CC(=O)OC (methyl (2-amino-4-chloro-5-fluorophenyl)acetate). RXN SMILES: [NH2:1][C:2]1[CH:7]=[C:6]([Cl:8])[C:5]([F:9])=[CH:4][C:3]=1[CH2:10][C:11]([O:13]C)=O.O.Cl>C(Cl)Cl.C(O)(=O)C>[F:9][C:5]1[CH:4]=[C:3]2[C:2](=[CH:7][C:6]=1[Cl:8])[NH:1][C:11](=[O:13])[CH2:10]2. Reaction conditions: time 6.5 hour. Run in C(Cl)Cl (methylene chloride), C(C)(=O)O (acetic acid), C(C)(=O)O (acetic acid), C(C)(=O)O (acetic acid), C(Cl)Cl (CH2Cl2). Product: FC=1C=C2CC(NC2=CC1Cl)=O (5-fluoro-6-chlorooxindole). The reactants are CCOC(=O)N1CCNCC1, ClC(Cl)Cl, Fc1ccc2c(c1)C(Cl)Cc1cc(Cl)ccc1S2, O. Yields the product CCOC(=O)N1CCN(C2Cc3cc(Cl)ccc3Sc3ccc(F)cc32)CC1. Reaction SMILES: [C:23](=[O:24])([O:25][CH2:26][CH3:27])[N:28]1[CH2:29][CH2:30][NH:31][CH2:32][CH2:33]1.[CH:19]([Cl:20])([Cl:21])[Cl:22].[Cl:1][c:2]1[cH:3][c:4]2[c:5]([cH:17][cH:18]1)[S:6][c:7]1[c:8]([cH:12][c:13]([F:16])[cH:14][cH:15]1)[CH:9]([Cl:11])[CH2:10]2.[OH2:34]>>[Cl:1][c:2]1[cH:3][c:4]2[c:5]([cH:17][cH:18]1)[S:6][c:7]1[c:8]([cH:12][c:13]([F:16])[cH:14][cH:15]1)[CH:9]([N:31]1[CH2:30][CH2:29][N:28]([C:23](=[O:24])[O:25][CH2:26][CH3:27])[CH2:33][CH2:32]1)[CH2:10]2.